Dataset: the Open Reaction Database (ORD), a public repository of structured organic reaction records. Task: describe an organic reaction: reactants, conditions, products, and yield Starting materials: [OH-].[Na+] (sodium hydroxide), ClC1(C(C(CCC1)(F)Cl)O)Cl (2,2,6-trichloro-6-fluorocyclohexanol), CCOCC (ether). The solvent is O (water). Reaction conditions: time 15 minute. Product: ClC12CC(CCC2O1)(F)Cl (1,3-dichloro-3-fluoro-7-oxabicyclo[4.1.0]heptane). RXN SMILES: [OH-].[Na+].[Cl:3][C:4]1(Cl)[CH2:9][CH2:8][CH2:7][C:6]([Cl:11])([F:10])[CH:5]1O.CC[O:16]CC>O>[Cl:3][C:4]12[O:16][CH:9]1[CH2:8][CH2:7][C:6]([Cl:11])([F:10])[CH2:5]2 |f:0.1|. Procedure: 0.85 g (21.3 mmol) of sodium hydroxide pellets were added in three portions to 1.6 g (7.22 mmol) of pure alcohol 1f in suspension in 22 cm3 of distilled water at 15°-20° C. The reaction mixture was kept at room temperature for 1 h 15 min, 10 cm3 of ether were then added, stirring was continued for 5 min and then the aqueous phase was separated off and extracted with ether (5×25 cm3). The ether phases were combined, dried over magnesium sulfate and filtered, and the solvent was evaporated off. 1.... The reactants are Cc1c(NS(C)(=O)=O)cccc1N(Cc1ccccc1)Cc1ccc(Oc2cccc(OCC3CCN(C(=O)OC(C)(C)C)C3)c2)cc1, Cl, C1COCCO1. Yields the product Cc1c(NS(C)(=O)=O)cccc1N(Cc1ccccc1)Cc1ccc(Oc2cccc(OCC3CCNC3)c2)cc1. As a reaction SMILES: [CH2:1]([c:2]1[cH:3][cH:4][cH:5][cH:6][cH:7]1)[N:8]([c:9]1[c:10]([CH3:20])[c:11]([NH:15][S:16](=[O:17])(=[O:18])[CH3:19])[cH:12][cH:13][cH:14]1)[CH2:21][c:22]1[cH:23][cH:24][c:25]([O:26][c:27]2[cH:28][c:29]([O:30][CH2:31][CH:32]3[CH2:33][N:34]([C:37]([O:38][C:39]([CH3:40])([CH3:41])[CH3:42])=[O:43])[CH2:35][CH2:36]3)[cH:44][cH:45][cH:46]2)[cH:47][cH:48]1.[ClH:49].[O:50]1[CH2:51][CH2:52][O:53][CH2:54][CH2:55]1>>[CH2:1]([c:2]1[cH:3][cH:4][cH:5][cH:6][cH:7]1)[N:8]([c:9]1[c:10]([CH3:20])[c:11]([NH:15][S:16](=[O:17])(=[O:18])[CH3:19])[cH:12][cH:13][cH:14]1)[CH2:21][c:22]1[cH:23][cH:24][c:25]([O:26][c:27]2[cH:28][c:29]([O:30][CH2:31][CH:32]3[CH2:33][NH:34][CH2:35][CH2:36]3)[cH:44][cH:45][cH:46]2)[cH:47][cH:48]1. The reactants are O=[N+]([O-])c1ccc2c(Br)c[nH]c2c1, CC(C)CI, CCOCC, [H-], [Na+], CN(C)C=O. The product is CC(C)Cn1cc(Br)c2ccc([N+](=O)[O-])cc21. As a reaction SMILES: [Br:3][c:4]1[cH:5][nH:6][c:7]2[cH:8][c:9]([N+:13](=[O:14])[O-:15])[cH:10][cH:11][c:12]12.[CH2:16]([CH:17]([CH3:18])[CH3:19])[I:20].[CH3:21][CH2:22][O:23][CH2:24][CH3:25].[H-:2].[Na+:1].[O:26]=[CH:27][N:28]([CH3:29])[CH3:30]>>[Br:3][c:4]1[cH:5][n:6]([CH2:16][CH:17]([CH3:18])[CH3:19])[c:7]2[cH:8][c:9]([N+:13](=[O:14])[O-:15])[cH:10][cH:11][c:12]12. The reactants are CN(CCOCCN(C)S(N)(=O)=O)C(=O)COc1ccccc1-c1c(C2CCCCC2)c2ccc(C(=O)O)cc2n1C, COC(=O)c1ccc2c(C3CCCCC3)c(-c3ccc(F)cc3OCC(=O)NCCCCCN(C)S(N)(=O)=O)n(C)c2c1. Yields the product CN(CCCCCNC(=O)COc1cc(F)ccc1-c1c(C2CCCCC2)c2ccc(C(=O)O)cc2n1C)S(N)(=O)=O. As a reaction SMILES: [CH:1]1([c:2]2[c:3]3[c:4]([cH:5][c:6]([C:7]([OH:8])=[O:9])[cH:10][cH:11]3)[n:12]([CH3:13])[c:14]2-[c:15]2[cH:16][cH:17][cH:18][cH:19][c:20]2[O:21][CH2:22][C:23]([N:24]([CH3:25])[CH2:26][CH2:27][O:28][CH2:29][CH2:30][N:31]([CH3:32])[S:33](=[O:34])(=[O:35])[NH2:36])=[O:37])[CH2:38][CH2:39][CH2:40][CH2:41][CH2:42]1.[CH:43]1([c:49]2[c:50](-[c:63]3[c:64]([O:70][CH2:71][C:72](=[O:73])[NH:74][CH2:75][CH2:76][CH2:77][CH2:78][CH2:79][N:80]([S:81]([NH2:82])(=[O:83])=[O:84])[CH3:85])[cH:65][c:66]([F:69])[cH:67][cH:68]3)[n:51]([CH3:62])[c:52]3[cH:53][c:54]([C:58](=[O:59])[O:60][CH3:61])[cH:55][cH:56][c:57]23)[CH2:44][CH2:45][CH2:46][CH2:47][CH2:48]1>>[CH:43]1([c:49]2[c:50](-[c:63]3[c:64]([O:70][CH2:71][C:72](=[O:73])[NH:74][CH2:75][CH2:76][CH2:77][CH2:78][CH2:79][N:80]([S:81]([NH2:82])(=[O:83])=[O:84])[CH3:85])[cH:65][c:66]([F:69])[cH:67][cH:68]3)[n:51]([CH3:62])[c:52]3[cH:53][c:54]([C:58](=[O:59])[OH:60])[cH:55][cH:56][c:57]23)[CH2:44][CH2:45][CH2:46][CH2:47][CH2:48]1.